This data is from the Open Reaction Database (ORD), a public repository of structured organic reaction records. The task is: describe an organic reaction: reactants, conditions, products, and yield The reactants are COc1cc2ncnc(Nc3ccc(OC4CCNCC4)c(C)c3)c2cc1OC, CN(C)C=O, Cl, O=C(O)C1CCCO1. Yields the product COc1cc2ncnc(Nc3ccc(OC4CCN(C(=O)C5CCCO5)CC4)c(C)c3)c2cc1OC. Reaction SMILES: [CH3:10][O:11][c:12]1[cH:13][c:14]2[c:15]([NH:24][c:25]3[cH:26][c:27]([CH3:38])[c:28]([O:31][CH:32]4[CH2:33][CH2:34][NH:35][CH2:36][CH2:37]4)[cH:29][cH:30]3)[n:16][cH:17][n:18][c:19]2[cH:20][c:21]1[O:22][CH3:23].[CH3:39][N:40]([CH3:41])[CH:42]=[O:43].[ClH:9].[O:1]1[CH:2]([C:6](=[O:7])[OH:8])[CH2:3][CH2:4][CH2:5]1>>[O:1]1[CH:2]([C:6](=[O:8])[N:35]2[CH2:34][CH2:33][CH:32]([O:31][c:28]3[c:27]([CH3:38])[cH:26][c:25]([NH:24][c:15]4[c:14]5[cH:13][c:12]([O:11][CH3:10])[c:21]([O:22][CH3:23])[cH:20][c:19]5[n:18][cH:17][n:16]4)[cH:30][cH:29]3)[CH2:37][CH2:36]2)[CH2:3][CH2:4][CH2:5]1.